Dataset: the Open Reaction Database (ORD), a public repository of structured organic reaction records. Task: describe an organic reaction: reactants, conditions, products, and yield Reactants: P(Cl)(Cl)Cl (phosphorus trichloride), C1=CC=CC=C1 (benzene). Product: [Cl-].[Cl-].C1(=CC=CC=C1)P (phenylphosphine dichloride). As a reaction SMILES: [P:1](Cl)(Cl)[Cl:2].[CH:5]1[CH:10]=[CH:9][CH:8]=[CH:7][CH:6]=1>>[Cl-:2].[Cl-:2].[C:5]1([PH2:1])[CH:10]=[CH:9][CH:8]=[CH:7][CH:6]=1 |f:2.3.4|. Procedure: The reaction of a benzene with phosphorus trichloride to form a phenylphosphine dichloride involves reaction of one mole of the benzene with one mole of the phosphorus trichloride. Thus, the reaction may be carried out employing one mole of the benzene for each mole of phosphorus trichloride. However, it is preferred to employ an excess of the benzene over phosphorus trichloride. Thus, it is preferred to carry out the reaction employing a molar ratio of the benzene to phosphorus trichloride of 3...